This data is from the Open Reaction Database (ORD), a public repository of structured organic reaction records. The task is: describe an organic reaction: reactants, conditions, products, and yield The reactants are C(C1=CC=CC=C1)SC=1C=C2C=NNC2=CC1F (5-(benzylthio)-6-fluoro-1H-indazole), C([O-])([O-])=O.[Cs+].[Cs+] (cesium carbonate), BrCC1=C(C=CC=C1)I (1-(bromomethyl)-2-iodobenzene). Solvent: CN1CCCC1=O (NMP). Yields the product C(C1=CC=CC=C1)SC=1C=C2C=NN(C2=CC1F)CC1=C(C=CC=C1)I (5-(benzylthio)-6-fluoro-1-(2-iodobenzyl)-1H-indazole). RXN SMILES: [CH2:1]([S:8][C:9]1[CH:10]=[C:11]2[C:15](=[CH:16][C:17]=1[F:18])[NH:14][N:13]=[CH:12]2)[C:2]1[CH:7]=[CH:6][CH:5]=[CH:4][CH:3]=1.C(=O)([O-])[O-].[Cs+].[Cs+].Br[CH2:26][C:27]1[CH:32]=[CH:31][CH:30]=[CH:29][C:28]=1[I:33]>CN1C(=O)CCC1>[CH2:1]([S:8][C:9]1[CH:10]=[C:11]2[C:15](=[CH:16][C:17]=1[F:18])[N:14]([CH2:26][C:27]1[CH:32]=[CH:31][CH:30]=[CH:29][C:28]=1[I:33])[N:13]=[CH:12]2)[C:2]1[CH:3]=[CH:4][CH:5]=[CH:6][CH:7]=1 |f:1.2.3|. Procedure details: To a solution of 5-(benzylthio)-6-fluoro-1H-indazole (1-2, 1.5 g, 5.81 mmol, 1.0 equiv) in NMP (29.0 mL) was added cesium carbonate (5.68 g, 17.42 mmol, 3.0 equiv) and 1-(bromomethyl)-2-iodobenzene (2.59 g, 8.71 mmol, 1.5 equiv) and the reaction mixture was stirred at ambient temperature. Upon completion, the reaction mixture was washed with water and extracted with EtOAc. The organic phase was dried over Na2SO4, filtered and concentrated and the residue was purified by normal phase chromatograp... The reactants are N1(C=NC=C1)CCCOCC1=C(C(=CC=C1)SC)NC(CC1C2=CC=CC=C2OC=2C=CC=CC12)=O (N-{2-[3-(1-imidazolyl)propoxy]methyl-6-methylthiophenyl}-2-(9H-xanthen-9-yl)acetamide), Cl (hydrochloric acid). Solvent: CO (methanol), C(Cl)Cl (methylene chloride). Yields the product Cl.N1(C=NC=C1)CCCOCC1=C(C(=CC=C1)SC)NC(CC1C2=CC=CC=C2OC=2C=CC=CC12)=O (N-{2-[3-(1-Imidazolyl)propoxy]methyl-6-methylthiophenyl}-2-(9H-xanthen-9-yl)acetamide hydrochloride). Reaction SMILES: [N:1]1([CH2:6][CH2:7][CH2:8][O:9][CH2:10][C:11]2[CH:16]=[CH:15][CH:14]=[C:13]([S:17][CH3:18])[C:12]=2[NH:19][C:20](=[O:36])[CH2:21][CH:22]2[C:35]3[CH:34]=[CH:33][CH:32]=[CH:31][C:30]=3[O:29][C:28]3[C:23]2=[CH:24][CH:25]=[CH:26][CH:27]=3)[CH:5]=[CH:4][N:3]=[CH:2]1.[ClH:37]>CO.C(Cl)Cl>[ClH:37].[N:1]1([CH2:6][CH2:7][CH2:8][O:9][CH2:10][C:11]2[CH:16]=[CH:15][CH:14]=[C:13]([S:17][CH3:18])[C:12]=2[NH:19][C:20](=[O:36])[CH2:21][CH:22]2[C:23]3[CH:24]=[CH:25][CH:26]=[CH:27][C:28]=3[O:29][C:30]3[C:35]2=[CH:34][CH:33]=[CH:32][CH:31]=3)[CH:5]=[CH:4][N:3]=[CH:2]1 |f:4.5|. Procedure details: 100 mg of N-{2-[3-(1-imidazolyl)propoxy]methyl-6-methylthiophenyl}-2-(9H-xanthen-9-yl)acetamide (prepared as described in Example 1) were dissolved in a mixture of methanol and methylene chloride. An excess of concentrated aqueous hydrochloric acid was added to the solution, and then the solvent was removed by distillation under reduced pressure. The resulting residue was dissolved in methanol, and diethyl ether was added to produce 85 mg of the title compound as crystals, melting at 175°-184° C... The reactants are O=C(CCl)NC1COc2nc([N+](=O)[O-])cn2C1, Fc1cc(OC2CCNCC2)cc(F)c1OC(F)(F)F. Reaction SMILES: [Cl:1][CH2:2][C:3](=[O:4])[NH:5][CH:6]1[CH2:7][n:8]2[c:9]([n:12][c:13]([N+:15](=[O:16])[O-:17])[cH:14]2)[O:10][CH2:11]1.[F:18][c:19]1[cH:20][c:21]([O:22][CH:23]2[CH2:24][CH2:25][NH:26][CH2:27][CH2:28]2)[cH:29][c:30]([F:37])[c:31]1[O:32][C:33]([F:34])([F:35])[F:36]>>[CH2:2]([C:3](=[O:4])[NH:5][CH:6]1[CH2:7][n:8]2[c:9]([n:12][c:13]([N+:15](=[O:16])[O-:17])[cH:14]2)[O:10][CH2:11]1)[N:26]1[CH2:25][CH2:24][CH:23]([O:22][c:21]2[cH:20][c:19]([F:18])[c:31]([O:32][C:33]([F:34])([F:35])[F:36])[c:30]([F:37])[cH:29]2)[CH2:28][CH2:27]1. The product is O=C(CN1CCC(Oc2cc(F)c(OC(F)(F)F)c(F)c2)CC1)NC1COc2nc([N+](=O)[O-])cn2C1. Solvent: C1=CC=CC=C1 (benzene), C1=CC=CC=C1 (benzene). Product: ClC=1C=C(C(=O)N(CC(CCCC)(N(C)C)C)C)C=CC1Cl (3,4-dichloro-N-methyl-N-[2-methyl-2-dimethylamino-hexyl]benzamide). The reactants are ClC=1C=C(C(=O)Cl)C=CC1Cl (3,4-dichlorobenzoyl chloride), CNCC(CCCC)(N(C)C)C (N-methyl-2-methyl-2-dimethylamino hexylamine). RXN SMILES: [Cl:1][C:2]1[CH:3]=[C:4]([CH:8]=[CH:9][C:10]=1[Cl:11])[C:5](Cl)=[O:6].[CH3:12][NH:13][CH2:14][C:15]([CH3:23])([N:20]([CH3:22])[CH3:21])[CH2:16][CH2:17][CH2:18][CH3:19]>C1C=CC=CC=1>[Cl:1][C:2]1[CH:3]=[C:4]([CH:8]=[CH:9][C:10]=1[Cl:11])[C:5]([N:13]([CH3:12])[CH2:14][C:15]([CH3:23])([N:20]([CH3:21])[CH3:22])[CH2:16][CH2:17][CH2:18][CH3:19])=[O:6]. Procedure: A solution of 3,4-dichlorobenzoyl chloride (1.048 g., 5 mmole) in dry benzene (25 ml.) was added to a solution of N-methyl-2-methyl-2-dimethylamino hexylamine (0.754 g., 4.4 mmole) in dry benzene (25 ml.) and the solution heated under reflux for 1 hr.. The cooled solution was washed with 2N sodium hydroxide solution (4 × 100 ml.), water (4 × 100 ml.), dried (Na2SO4) and evaporated to a colourless oil (1.612 g.). The oil was dissolved in benzene, chromatographed on a column of alumina (25 × 3.0 c... Starting materials: ClC(=O)OC(C)Cl (1-chloroethyl chloroformate), C1(=CC=CC=C1)[Li] (Phenyllithium), [OH-].[Na+] (sodium hydroxide), C(C1=CC=CC=C1)N1CC(C(CC1)=O)C (1-Benzyl-3-methyl-4-piperidone), [OH-].[Na+] (sodium hydroxide). The solvent is C(C)OCC (diethyl ether), O (water), O (water), ClCCCl (1,2-dichloroethane). Run at temperature -78 celsius, time 2 hour. Yields the product CC1=C(CCNC1)C1=CC=CC=C1 (5-methyl-4-phenyl-1,2,3,6-tetrahydropyridine). Isolated yield 90.0%. Reaction SMILES: [C:1]1([Li])[CH:6]=[CH:5][CH:4]=[CH:3][CH:2]=1.C([N:15]1[CH2:20][CH2:19][C:18](=O)[CH:17]([CH3:22])[CH2:16]1)C1C=CC=CC=1.[OH-].[Na+].ClC(OC(Cl)C)=O>C(OCC)C.ClCCCl.O>[CH3:22][C:17]1[CH2:16][NH:15][CH2:20][CH2:19][C:18]=1[C:1]1[CH:6]=[CH:5][CH:4]=[CH:3][CH:2]=1 |f:2.3|. Reported procedure: Phenyllithium (0.94 M, 27 ml) was dissolved in diethyl ether (50 ml), and the mixture was cooled to −78° C. 1-Benzyl-3-methyl-4-piperidone (KANTO CHEMICAL CO. INC., 5 g) was added, and the mixture was stirred for 2 hr. After completion of the reaction, water was added, and the mixture was extracted three times with ethyl acetate. The organic layer was dried and the solvent was evaporated under reduced pressure. The obtained residue was purified by silica gel column chromatography (elution solven...